This data is from the Open Reaction Database (ORD), a public repository of structured organic reaction records. The task is: describe an organic reaction: reactants, conditions, products, and yield The reactants are NC(CO)(C)C (2-amino-2-methylpropanol), C1(CCCO1)=O (γ-butyrolactone). The product is CC(CO)(C)N1C(CCC1)=O (N-(1,1-dimethyl-2-hydroxyethyl)-2-pyrrolidinone). Isolated yield 59.0%. RXN SMILES: [NH2:1][C:2]([CH3:6])([CH3:5])[CH2:3][OH:4].[C:7]1(=O)[O:11][CH2:10][CH2:9][CH2:8]1>>[CH3:5][C:2]([N:1]1[CH2:7][CH2:8][CH2:9][C:10]1=[O:11])([CH3:6])[CH2:3][OH:4]. Procedure: In a procedure similar to that of Example 1, 2-amino-2-methylpropanol was reacted with γ-butyrolactone resulting in a 59% yield of N-(1,1-dimethyl-2-hydroxyethyl)-2-pyrrolidinone, b.p. 175°/21 torr, after two cycles. The material melted at 56°-58° with 13CNMR peaks shifted 176.1, 69.7, 58.7, 46.3, 32.9, 23.2 and 18.2 ppm from TMS. The elemental analyses agreed with the theoretical values for the expected compound. Reactants: N1(CCOCC1)C1=NC(=CC(=C1)C=1C=C(C=O)C=CC1)NC=1C=NC=CC1 (3-[2-morpholin-4-yl-6-(3-pyridylamino)-4-pyridyl]benzaldehyde), CC(C)C[AlH]CC(C)C (DIBALH). Run in C1CCOC1 (THF). Reaction conditions: time 8 hour. Yields the product N1(CCOCC1)C1=NC(=CC(=C1)C=1C=C(C=CC1)CO)NC=1C=NC=CC1 ({3-[2-morpholin-4-yl-6-(3-pyridylamino)-4-pyridyl]phenyl}methan-1-ol). As a reaction SMILES: [N:1]1([C:7]2[CH:12]=[C:11]([C:13]3[CH:14]=[C:15]([CH:18]=[CH:19][CH:20]=3)[CH:16]=[O:17])[CH:10]=[C:9]([NH:21][C:22]3[CH:23]=[N:24][CH:25]=[CH:26][CH:27]=3)[N:8]=2)[CH2:6][CH2:5][O:4][CH2:3][CH2:2]1.CC(C[AlH]CC(C)C)C>C1COCC1>[N:1]1([C:7]2[CH:12]=[C:11]([C:13]3[CH:14]=[C:15]([CH2:16][OH:17])[CH:18]=[CH:19][CH:20]=3)[CH:10]=[C:9]([NH:21][C:22]3[CH:23]=[N:24][CH:25]=[CH:26][CH:27]=3)[N:8]=2)[CH2:2][CH2:3][O:4][CH2:5][CH2:6]1. Procedure: Aldehyde 39 is suspended in THF and DIBALH (1.6 N solution in THF, 3 eq) is added dropwise via a syringe. The reaction mixture is stirred at room temperature overnight, then quenched with water. The aqueous phase is extracted repeatedly with EtOAc. The organic extracts are collected and dried (Na2SO4). Evaporation of the solvent under reduced pressure and purification by reverse phase preparatory HPLC, affords compound 40. Starting materials: CCCC[N+](CCCC)(CCCC)CCCC, CN1CCCC1=O, CCN(C(C)C)C(C)C, CCCCCCCCCCCCNC(=O)c1ccc(CCl)cc1, [I-], CC(N)c1cccc2ccccc12. Yields the product CCCCCCCCCCCCNC(=O)c1ccc(CNC(C)c2cccc3ccccc23)cc1. As a reaction SMILES: [CH2:54]([N+:55]([CH2:56][CH2:57][CH2:58][CH3:59])([CH2:60][CH2:61][CH2:62][CH3:63])[CH2:64][CH2:65][CH2:66][CH3:67])[CH2:68][CH2:69][CH3:70].[CH3:46][N:47]1[CH2:48][CH2:49][CH2:50][C:51]1=[O:52].[CH:24]([N:25]([CH2:26][CH3:27])[CH:28]([CH3:29])[CH3:30])([CH3:31])[CH3:32].[Cl:1][CH2:2][c:3]1[cH:4][cH:5][c:6]([C:7](=[O:8])[NH:9][CH2:10][CH2:11][CH2:12][CH2:13][CH2:14][CH2:15][CH2:16][CH2:17][CH2:18][CH2:19][CH2:20][CH3:21])[cH:22][cH:23]1.[I-:53].[c:33]1([CH:43]([CH3:44])[NH2:45])[cH:34][cH:35][cH:36][c:37]2[cH:38][cH:39][cH:40][cH:41][c:42]12>>[CH2:2]([c:3]1[cH:4][cH:5][c:6]([C:7](=[O:8])[NH:9][CH2:10][CH2:11][CH2:12][CH2:13][CH2:14][CH2:15][CH2:16][CH2:17][CH2:18][CH2:19][CH2:20][CH3:21])[cH:22][cH:23]1)[NH:45][CH:43]([c:33]1[cH:34][cH:35][cH:36][c:37]2[cH:38][cH:39][cH:40][cH:41][c:42]12)[CH3:44].